From a dataset of the Open Reaction Database (ORD), a public repository of structured organic reaction records. describe an organic reaction: reactants, conditions, products, and yield Starting materials: ice water, C(C)OC(C([C@](CF)(N[S@](=O)C(C)(C)C)C1=C(C=CC=C1)F)(F)F)=O ((S)-2,2,4-trifluoro-3-(2-fluoro-phenyl)-3-((R)-2-methyl-propane-2-sulfinylamino)-butyric acid ethyl ester), [Cl-].[NH4+] (ammonium chloride). The solvent is O1CCCC1 (tetrahydrofuran), [BH4-].[Li+] (lithium borohydride), solution, O1CCCC1 (tetrahydrofuran). Reaction conditions: time 30 minute. Product: FC([C@](C1=C(C=CC=C1)F)(CF)NS(=O)C(C)(C)C)(CO)F (2-methyl-propane-2-sulfinic acid [(S)-2,2-difluoro-1-fluoromethyl-1-(2-fluoro-phenyl)-3-hydroxy-propyl]-amide). Isolated yield 97.2%. RXN SMILES: C([O:3][C:4](=O)[C:5]([F:24])([F:23])[C@@:6]([C:16]1[CH:21]=[CH:20][CH:19]=[CH:18][C:17]=1[F:22])([NH:9][S@@:10]([C:12]([CH3:15])([CH3:14])[CH3:13])=[O:11])[CH2:7][F:8])C.[Cl-].[NH4+]>O1CCCC1.[BH4-].[Li+]>[F:24][C:5]([F:23])([CH2:4][OH:3])[C@@:6]([NH:9][S:10]([C:12]([CH3:13])([CH3:14])[CH3:15])=[O:11])([CH2:7][F:8])[C:16]1[CH:21]=[CH:20][CH:19]=[CH:18][C:17]=1[F:22] |f:1.2,4.5|. Procedure: (S)-2,2,4-trifluoro-3-(2-fluoro-phenyl)-3-((R)-2-methyl-propane-2-sulfinylamino)-butyric acid ethyl ester (intermediate F3.1) (177 mg, 461 μmol) was dissolved in tetrahydrofuran (4 ml) and at 0° C. lithium borohydride (2 M solution in tetrahydrofuran; (461 μl, 921 μmol) was added dropwise. After 30 minutes the reaction was complete. For the workup, the reaction mixture was poured into a mixture of ice water and a saturated solution of ammonium chloride. Thereafter, the mixture was extracted with... Reactants: CC(C)(C)[Si](C)(C)OC1CC(O)CC1COCc1ccccc1, CS(=O)(=O)Cl, CN(C)c1ccncc1, ClCCl, c1ccncc1. Product: CC(C)(C)[Si](C)(C)OC1CC(OS(C)(=O)=O)CC1COCc1ccccc1. As a reaction SMILES: [CH2:1]([c:2]1[cH:3][cH:4][cH:5][cH:6][cH:7]1)[O:8][CH2:9][CH:10]1[CH2:11][CH:12]([OH:23])[CH2:13][CH:14]1[O:15][Si:16]([CH3:17])([CH3:18])[C:19]([CH3:20])([CH3:21])[CH3:22].[CH3:30][S:31]([Cl:32])(=[O:33])=[O:34].[CH3:38][N:39]([c:40]1[cH:41][cH:42][n:43][cH:44][cH:45]1)[CH3:46].[Cl:35][CH2:36][Cl:37].[cH:24]1[cH:25][cH:26][n:27][cH:28][cH:29]1>>[CH2:1]([c:2]1[cH:3][cH:4][cH:5][cH:6][cH:7]1)[O:8][CH2:9][CH:10]1[CH2:11][CH:12]([O:23][S:31]([CH3:30])(=[O:33])=[O:34])[CH2:13][CH:14]1[O:15][Si:16]([CH3:17])([CH3:18])[C:19]([CH3:20])([CH3:21])[CH3:22]. The reactants are CCOC(=O)N1CCN(C(=O)C(CCC(=O)OC(C)(C)C)NC(=O)c2cc(Cl)nc(-c3ccccc3)n2)CC1, Cc1cccc(B(O)O)c1. The product is CCOC(=O)N1CCN(C(=O)C(CCC(=O)OC(C)(C)C)NC(=O)c2cc(-c3cccc(C)c3)nc(-c3ccccc3)n2)CC1. Reaction SMILES: [CH2:1]([CH3:2])[O:3][C:4](=[O:5])[N:6]1[CH2:7][CH2:8][N:9]([C:12]([CH:13]([CH2:14][CH2:15][C:16](=[O:17])[O:18][C:19]([CH3:20])([CH3:21])[CH3:22])[NH:23][C:24](=[O:25])[c:26]2[n:27][c:28](-[c:33]3[cH:34][cH:35][cH:36][cH:37][cH:38]3)[n:29][c:30]([Cl:32])[cH:31]2)=[O:39])[CH2:10][CH2:11]1.[c:40]1([CH3:49])[cH:41][c:42]([B:46]([OH:47])[OH:48])[cH:43][cH:44][cH:45]1>>[CH2:1]([CH3:2])[O:3][C:4](=[O:5])[N:6]1[CH2:7][CH2:8][N:9]([C:12]([CH:13]([CH2:14][CH2:15][C:16](=[O:17])[O:18][C:19]([CH3:20])([CH3:21])[CH3:22])[NH:23][C:24](=[O:25])[c:26]2[n:27][c:28](-[c:33]3[cH:34][cH:35][cH:36][cH:37][cH:38]3)[n:29][c:30](-[c:42]3[cH:41][c:40]([CH3:49])[cH:45][cH:44][cH:43]3)[cH:31]2)=[O:39])[CH2:10][CH2:11]1. Reactants: COc1cc2ccncc2cc1Br, CCCC[Sn](CCCC)(CCCC)c1ccccn1, CN(C)C=O. Yields the product COc1cc2ccncc2cc1-c1ccccn1. As a reaction SMILES: [Br:1][c:2]1[c:3]([O:12][CH3:13])[cH:4][c:5]2[cH:6][cH:7][n:8][cH:9][c:10]2[cH:11]1.[CH2:14]([Sn:15]([CH2:16][CH2:17][CH2:18][CH3:25])([c:19]1[n:20][cH:21][cH:22][cH:23][cH:24]1)[CH2:26][CH2:27][CH2:28][CH3:29])[CH2:30][CH2:31][CH3:32].[CH3:33][N:34]([CH3:35])[CH:36]=[O:37]>>[c:2]1(-[c:19]2[n:20][cH:21][cH:22][cH:23][cH:24]2)[c:3]([O:12][CH3:13])[cH:4][c:5]2[cH:6][cH:7][n:8][cH:9][c:10]2[cH:11]1. Reactants: NN (Hydrazine), C1(CC1)C(CC(C(=O)OCC)C1CCN(CC1)C(=O)OCC1=CC=CC=C1)=O (benzyl 4-[3-cyclopropyl-1-(ethoxycarbonyl)-3-oxopropyl]piperidine-1-carboxylate). Solvent: C(C)(=O)O (acetic acid). Reaction conditions: temperature 50 celsius, time 1 hour. Yields the product C1(CC1)C=1CC(C(NN1)=O)C1CCN(CC1)C(=O)OCC1=CC=CC=C1 (Benzyl 4-(6-cyclopropyl-3-oxo-2,3,4,5-tetrahydropyridazine-4-yl)piperidine-1-carboxylate). As a reaction SMILES: [NH2:1][NH2:2].[CH:3]1([C:6](=O)[CH2:7][CH:8]([CH:14]2[CH2:19][CH2:18][N:17]([C:20]([O:22][CH2:23][C:24]3[CH:29]=[CH:28][CH:27]=[CH:26][CH:25]=3)=[O:21])[CH2:16][CH2:15]2)[C:9](OCC)=[O:10])[CH2:5][CH2:4]1>C(O)(=O)C>[CH:3]1([C:6]2[CH2:7][CH:8]([CH:14]3[CH2:19][CH2:18][N:17]([C:20]([O:22][CH2:23][C:24]4[CH:29]=[CH:28][CH:27]=[CH:26][CH:25]=4)=[O:21])[CH2:16][CH2:15]3)[C:9](=[O:10])[NH:1][N:2]=2)[CH2:5][CH2:4]1. Procedure: Hydrazine (0.3 mL, 9.6 mmol) was added to a solution of benzyl 4-[3-cyclopropyl-1-(ethoxycarbonyl)-3-oxopropyl]piperidine-1-carboxylate (186 mg, 0.48 mmol) in acetic acid (7 mL). The reaction mixture was heated at 50° C. After 1 h, the reaction mixture was concentrated. The residue was diluted with dichloromethane and neutralized by saturated aqueous sodium bicarbonate. The mixture was extracted with dichloromethane (3×), and the combined organic extracts were dried over magnesium sulfate and co... Yields the product CCCP(=O)(CCC)c1ccc(Nc2nc(I)nc3c2ncn3C2CCCCO2)cc1. RXN SMILES: [CH2:39]1[O:40][CH2:41][CH2:42][CH2:43]1.[CH2:7]([CH2:8][CH3:9])[P:10](=[O:11])([CH2:12][CH2:13][CH3:14])[c:15]1[cH:16][cH:17][c:18]([NH2:21])[cH:19][cH:20]1.[CH3:1][C:2]([CH3:3])([O-:4])[CH3:5].[Cl:22][c:23]1[c:24]2[n:25][cH:26][n:27]([CH:33]3[O:34][CH2:35][CH2:36][CH2:37][CH2:38]3)[c:28]2[n:29][c:30]([I:32])[n:31]1.[K+:6]>>[CH2:7]([CH2:8][CH3:9])[P:10](=[O:11])([CH2:12][CH2:13][CH3:14])[c:15]1[cH:16][cH:17][c:18]([NH:21][c:23]2[c:24]3[n:25][cH:26][n:27]([CH:33]4[O:34][CH2:35][CH2:36][CH2:37][CH2:38]4)[c:28]3[n:29][c:30]([I:32])[n:31]2)[cH:19][cH:20]1. Reactants: C1CCOC1, CCCP(=O)(CCC)c1ccc(N)cc1, CC(C)(C)[O-], Clc1nc(I)nc2c1ncn2C1CCCCO1, [K+]. Starting materials: C1COCCN1, COC(=O)C1CCC(NC(=O)c2cc(-c3ccc(C#N)cc3)nnc2Cl)CC1. The product is COC(=O)C1CCC(NC(=O)c2cc(-c3ccc(C#N)cc3)nnc2N2CCOCC2)CC1. RXN SMILES: [CH2:29]1[CH2:30][O:31][CH2:32][CH2:33][NH:34]1.[Cl:1][c:2]1[n:3][n:4][c:5](-[c:21]2[cH:22][cH:23][c:24]([C:27]#[N:28])[cH:25][cH:26]2)[cH:6][c:7]1[C:8](=[O:9])[NH:10][CH:11]1[CH2:12][CH2:13][CH:14]([C:17](=[O:18])[O:19][CH3:20])[CH2:15][CH2:16]1>>[c:2]1([N:34]2[CH2:29][CH2:30][O:31][CH2:32][CH2:33]2)[n:3][n:4][c:5](-[c:21]2[cH:22][cH:23][c:24]([C:27]#[N:28])[cH:25][cH:26]2)[cH:6][c:7]1[C:8](=[O:9])[NH:10][CH:11]1[CH2:12][CH2:13][CH:14]([C:17](=[O:18])[O:19][CH3:20])[CH2:15][CH2:16]1. The reactants are C(C)O (ethanol), FC(C=1OC2=C(C1)C=C(C=C2)C=O)(F)F (2-(trifluoromethyl)benzofuran-5-carbaldehyde), [BH4-].[Na+] (sodium borohydride), resultant solution. Run in C(C)(=O)O (acetic acid). The product is FC(C=1OC2=C(C1)C=C(C=C2)CO)(F)F ([2-(Trifluoromethyl)benzofuran-5-yl]methanol). The yield is 98.4%. Reaction SMILES: C(O)C.[F:4][C:5]([F:18])([F:17])[C:6]1[O:7][C:8]2[CH:14]=[CH:13][C:12]([CH:15]=[O:16])=[CH:11][C:9]=2[CH:10]=1.[BH4-].[Na+]>C(O)(=O)C>[F:18][C:5]([F:4])([F:17])[C:6]1[O:7][C:8]2[CH:14]=[CH:13][C:12]([CH2:15][OH:16])=[CH:11][C:9]=2[CH:10]=1 |f:2.3|. Procedure details: To an ethanol solution (2.0 mL) of 2-(trifluoromethyl)benzofuran-5-carbaldehyde (220 mg, 1.03 mmol) synthesized in Reference Synthesis Example 95, sodium borohydride (115 mg, 3.05 mmol) was added and the resultant solution was stirred at 70° C. for 1 hour and 30 minutes. After completion of the reaction, the reaction solution was cooled to room temperature and acetic acid was added to the cooled solution, followed by concentrating the resultant mixture under reduced pressure. To the obtained res... The reactants are CC(C=O)CCCCCCCCC (2-methylundecanal), O (H2O), [Br-].CC1=CC=C(CC[P+](C2=CC=CC=C2)(C2=CC=CC=C2)C2=CC=CC=C2)C=C1 (p-Methylphenethyltriphenylphosphonium bromide), [Li]CCCC (n-BuLi). Run in C1CCOC1 (THF), C1CCOC1 (THF). Reaction conditions: temperature 65 celsius, time 1 hour. Product: CC1=CC=C(C=C1)CC=CC(CCCCCCCCC)C (1-Methyl-4-(4-methyltridec-2-enyl)benzene). Yield: 68.8%. As a reaction SMILES: [Br-].[CH3:2][C:3]1[CH:29]=[CH:28][C:6]([CH2:7][CH2:8][P+](C2C=CC=CC=2)(C2C=CC=CC=2)C2C=CC=CC=2)=[CH:5][CH:4]=1.[Li]CCCC.[CH3:35][CH:36]([CH2:39][CH2:40][CH2:41][CH2:42][CH2:43][CH2:44][CH2:45][CH2:46][CH3:47])[CH:37]=O.O>C1COCC1>[CH3:2][C:3]1[CH:4]=[CH:5][C:6]([CH2:7][CH:8]=[CH:35][CH:36]([CH3:37])[CH2:39][CH2:40][CH2:41][CH2:42][CH2:43][CH2:44][CH2:45][CH2:46][CH3:47])=[CH:28][CH:29]=1 |f:0.1|. Procedure: p-Methylphenethyltriphenylphosphonium bromide (2.90 g, 6.29 mmol, 1.0 equiv.) in THF (12 mL), was cooled to 0° C. After adding n-BuLi (1.6 M in hexanes, 3.9 mL, 6.29 mmol, 1.0 equiv.) at 0° C., the red solution was stirred at 65° C. for 1 h. The mixture was re-cooled to 0° C., 2-methylundecanal (1.74 g, 9.43 mmol, 1.5 equiv.) in THF (5 mL) was added, and the mixture was stirred at 65° C. for 16 h. After addition of H2O, the aqueous layer was extracted with cyclohexane (2×), the combined organic ...